describe an organic reaction: reactants, conditions, products, and yield From a dataset of the Open Reaction Database (ORD), a public repository of structured organic reaction records. Starting materials: C(CCC)(=O)NCCCC1C2=C(C=CC3=C1C=CC=C3)C=CC=C2 (5-(3-butyramidopropyl)-5H-dibenzo[a,d]cycloheptene), CCOCC (ether), CCOCC (ether), [H-].[Al+3].[Li+].[H-].[H-].[H-] (lithium aluminum hydride), [OH-].[Na+] (sodium hydroxide), O (water), O (water). The product is C(\C=C/C(=O)O)(=O)O.C(CCC)NCCCC1C2=C(C=CC3=C1C=CC=C3)C=CC=C2 (5-(3-n-butylaminopropyl)-5H-dibenzo[a,d]cycloheptene hydrogen maleate). As a reaction SMILES: [C:1]([NH:6][CH2:7][CH2:8][CH2:9][CH:10]1[C:16]2[CH:17]=[CH:18][CH:19]=[CH:20][C:15]=2[CH:14]=[CH:13][C:12]2[CH:21]=[CH:22][CH:23]=[CH:24][C:11]1=2)(=[O:5])[CH2:2][CH2:3][CH3:4].CC[O:27][CH2:28][CH3:29].[H-].[Al+3].[Li+].[H-].[H-].[H-].[OH-:36].[Na+].[OH2:38]>>[C:28]([OH:27])(=[O:38])/[CH:29]=[CH:2]\[C:1]([OH:5])=[O:36].[CH2:1]([NH:6][CH2:7][CH2:8][CH2:9][CH:10]1[C:16]2[CH:17]=[CH:18][CH:19]=[CH:20][C:15]=2[CH:14]=[CH:13][C:12]2[CH:21]=[CH:22][CH:23]=[CH:24][C:11]1=2)[CH2:2][CH2:3][CH3:4] |f:2.3.4.5.6.7,8.9,11.12|. Procedure: In a system protected by a drying tube and in which a nitrogen atmosphere is maintained, a solution of the product from Step A. (0.80 g., 0.0075 mole) in 25 ml. of absolute ether is added dropwise to a stirred suspension of lithium aluminum hydride (0.19 g., 0.0025 mole) in 15 ml. of absolute ether. After stirring at reflux for 1 hour, the mixture is cooled in ice and hydrolyzed by the successive dropwise addition of water, 0.2 ml., 20% sodium hydroxide, 0.2 ml., and water, 0.6 ml. The granular ... Starting materials: ClC1=NC=C(C(=O)O)C=C1 (6-chloro-nicotinic acid), OC1COCC1 (3-hydroxytetrahydrofuran), [OH-].[K+] (potassium hydroxide), [OH-].[K+] (potassium hydroxide), OC1COCC1 (3-hydroxytetrahydrofuran), Cl (HCl), aq. solution. Solvent: CS(=O)C (DMSO). The product is O1CC(CC1)OC1=NC=C(C(=O)O)C=C1 (6-(Tetrahydro-furan-3-yloxy)-nicotinic acid). RXN SMILES: Cl[C:2]1[CH:10]=[CH:9][C:5]([C:6]([OH:8])=[O:7])=[CH:4][N:3]=1.[OH:11][CH:12]1[CH2:16][CH2:15][O:14][CH2:13]1.[OH-].[K+].Cl>CS(C)=O>[O:14]1[CH2:15][CH2:16][CH:12]([O:11][C:2]2[CH:10]=[CH:9][C:5]([C:6]([OH:8])=[O:7])=[CH:4][N:3]=2)[CH2:13]1 |f:2.3|. Procedure details: To 6-chloro-nicotinic acid (415 mg, 2.59 mmol), was added 3-hydroxytetrahydrofuran (468 mg, 5.16 mmol), potassium hydroxide (579 mg, 10.3 mmol) and DMSO (5 mL). The mixture was heated at 120 C for 24 h. Further potassium hydroxide (579 mg) and 3-hydroxytetrahydrofuran (468 mg) was added and the mixture heated at 120 C for 24 h. The reaction was allowed to cool to room temperature, acidified to pH=1-2 with a 2M aq. solution of HCl (13 mL) and extracted into EtOAc (3×5 mL). The combined extracts w... Procedure details: [3-(3-Chloro-5-cyano-phenoxy)-4-ethyl-2-fluoro-phenyl]-acetic acid ethyl ester (R-32) was prepared from R-23 using the procedure described for R-31 except diethylzinc was used in place of dimethylzinc. The reactants are C(F)(F)F (R-23), C(C)OC(CC1=C(C(=C(C=C1)C)OC1=CC(=CC(=C1)C#N)Cl)F)=O ([3-(3-Chloro-5-cyano-phenoxy)-2-fluoro-4-methyl-phenyl]-acetic acid ethyl ester), C(C)[Zn]CC (diethylzinc). RXN SMILES: [CH:1](F)(F)F.[CH2:5]([O:7][C:8](=[O:28])[CH2:9][C:10]1[CH:15]=[CH:14][C:13]([CH3:16])=[C:12]([O:17][C:18]2[CH:23]=[C:22]([C:24]#[N:25])[CH:21]=[C:20]([Cl:26])[CH:19]=2)[C:11]=1[F:27])[CH3:6].C([Zn]CC)C>>[CH2:5]([O:7][C:8](=[O:28])[CH2:9][C:10]1[CH:15]=[CH:14][C:13]([CH2:16][CH3:1])=[C:12]([O:17][C:18]2[CH:23]=[C:22]([C:24]#[N:25])[CH:21]=[C:20]([Cl:26])[CH:19]=2)[C:11]=1[F:27])[CH3:6]. Product: C(C)OC(CC1=C(C(=C(C=C1)CC)OC1=CC(=CC(=C1)C#N)Cl)F)=O ([3-(3-Chloro-5-cyano-phenoxy)-4-ethyl-2-fluoro-phenyl]-acetic acid ethyl ester). RXN SMILES: N([O-])=O.[Na+].S1C=CC=C1/C=C/C1N=CNC=1N.[CH3:18][O:19][CH2:20][N:21]=[C:22]=[O:23].[N+:24](=[C:26]1[C:30](/[CH:31]=[CH:32]/[C:33]2[S:34][CH:35]=[CH:36][CH:37]=2)=[N:29][CH:28]=[N:27]1)=[N-:25]>O.[H+].[B-](F)(F)(F)F.CS(C)=O>[CH3:18][O:19][CH2:20][N:21]1[C:22](=[O:23])[N:27]2[CH:28]=[N:29][C:30](/[CH:31]=[CH:32]/[C:33]3[S:34][CH:35]=[CH:36][CH:37]=3)=[C:26]2[N:24]=[N:25]1 |f:0.1,6.7|. Reaction conditions: temperature 0 celsius, time 60 minute. Yields the product COCN1N=NC=2N(C1=O)C=NC2\C=C\C=2SC=CC2 ((E)-3-(Methoxymethyl)-8-(2-(thiophen-2-yl)vinyl)imidazo[5,1-d][1,2,3,5]tetrazin-4(3H)-one). Reported procedure: Sodium nitrite (150 mg, 2.1 mmol) in water (1 mL) was added to a suspension of (E)-4-(2-(thiophen-2-yl)vinyl)-1H-imidazol-5-amine (0.35 g, 1.8 mmol) in 10% HBF4 (4 mL) at 0° C. After stirring at 0° C. for 60 minutes, the precipitate was filtered from solution and dried over P2O5. This diazo compound (IR stretch 2193 cm−1) was used without further purification. Methoxymethyl isocyanate (0.43 g, 4.9 mmol) was added to a solution of (E)-4-diazo-5-(2-(thiophen-2-yl)vinyl)-4H-imidazole (0.3 g, 1.47 m... The solvent is CS(=O)C (DMSO), O (water), [H+].[B-](F)(F)(F)F (HBF4). Reactants: COCN=C=O (Methoxymethyl isocyanate), [N+](=[N-])=C1N=CN=C1\C=C\C=1SC=CC1 ((E)-4-diazo-5-(2-(thiophen-2-yl)vinyl)-4H-imidazole), N(=O)[O-].[Na+] (Sodium nitrite), S1C(=CC=C1)/C=C/C=1N=CNC1N ((E)-4-(2-(thiophen-2-yl)vinyl)-1H-imidazol-5-amine). Yield: 11.8%.